Dataset: the Open Reaction Database (ORD), a public repository of structured organic reaction records. Task: describe an organic reaction: reactants, conditions, products, and yield Reactants: BrB(Br)Br, COc1ccc2c(c1)SCC1C2(C)CCC2C(C)(C)CCCC21C, ClCCl. Yields the product CC1(C)CCCC2(C)C1CCC1(C)c3ccc(O)cc3SCC12. Reaction SMILES: [B:25]([Br:26])([Br:27])[Br:28].[CH3:1][O:2][c:3]1[cH:4][cH:5][c:6]2[c:19]([cH:20]1)[S:18][CH2:17][CH:16]1[C:7]2([CH3:24])[CH2:8][CH2:9][CH:10]2[C:11]([CH3:22])([CH3:23])[CH2:12][CH2:13][CH2:14][C:15]21[CH3:21].[Cl:29][CH2:30][Cl:31]>>[OH:2][c:3]1[cH:4][cH:5][c:6]2[c:19]([cH:20]1)[S:18][CH2:17][CH:16]1[C:7]2([CH3:24])[CH2:8][CH2:9][CH:10]2[C:11]([CH3:22])([CH3:23])[CH2:12][CH2:13][CH2:14][C:15]21[CH3:21]. Reactants: COC1=C(C(=O)O)C=C(C=C1)N1N=NN=C1S(=O)(=O)C (2-methoxy-5-(5-methylsulfonyltetrazol-1-yl)benzoic acid), Cl.C(C)OCCN1C(=NC2=C1C=CC=C2)NC2CCN(CC2)CCC2(CNCC2)C2=CC=CC=C2 (3-(2-(4-(1-(2-ethoxyethyl)-1H-benzimidazol-2-yl-amino)piperidin-1-yl)ethyl)-3-phenylpyrrolidine hydrochloric acid salt). Yields the product COC1=C(C(=O)N2CC(CC2)(C2=CC=CC=C2)CCN2CCC(CC2)NC2=NC3=C(N2CCOCC)C=CC=C3)C=C(C=C1)N1N=NN=C1S(=O)(=O)C (1-(2-methoxy-5-(5-methylsulfonyltetrazol-1-yl)benzoyl)-3-(2-(4-(1-(2-ethoxyethyl)-1H-benzimidazol-2-yl-amino)piperidin-1-yl)ethyl)-3-phenylpyrrolidine). As a reaction SMILES: [CH3:1][O:2][C:3]1[CH:11]=[CH:10][C:9]([N:12]2[C:16]([S:17]([CH3:20])(=[O:19])=[O:18])=[N:15][N:14]=[N:13]2)=[CH:8][C:4]=1[C:5]([OH:7])=O.Cl.[CH2:22]([O:24][CH2:25][CH2:26][N:27]1[C:31]2[CH:32]=[CH:33][CH:34]=[CH:35][C:30]=2[N:29]=[C:28]1[NH:36][CH:37]1[CH2:42][CH2:41][N:40]([CH2:43][CH2:44][C:45]2([C:50]3[CH:55]=[CH:54][CH:53]=[CH:52][CH:51]=3)[CH2:49][CH2:48][NH:47][CH2:46]2)[CH2:39][CH2:38]1)[CH3:23]>>[CH3:1][O:2][C:3]1[CH:11]=[CH:10][C:9]([N:12]2[C:16]([S:17]([CH3:20])(=[O:19])=[O:18])=[N:15][N:14]=[N:13]2)=[CH:8][C:4]=1[C:5]([N:47]1[CH2:48][CH2:49][C:45]([CH2:44][CH2:43][N:40]2[CH2:41][CH2:42][CH:37]([NH:36][C:28]3[N:27]([CH2:26][CH2:25][O:24][CH2:22][CH3:23])[C:31]4[CH:32]=[CH:33][CH:34]=[CH:35][C:30]=4[N:29]=3)[CH2:38][CH2:39]2)([C:50]2[CH:55]=[CH:54][CH:53]=[CH:52][CH:51]=2)[CH2:46]1)=[O:7] |f:1.2|. Procedure details: Prepare by the method of Example 59.1 using 2-methoxy-5-(5-methylsulfonyltetrazol-1-yl)benzoic acid and 3-(2-(4-(1-(2-ethoxyethyl)-1H-benzimidazol-2-yl-amino)piperidin-1-yl)ethyl)-3-phenylpyrrolidine hydrochloric acid salt (prepared from (−)-3-phenyl-3-(2-hydroxyethyl)pyrrolidine (R,R)-di-p-anisoyltartaric acid salt) to give the title compound. Reactants: FC1=C(C(=O)O)C=CC(=C1F)F (2,3,4-Trifluorobenzoic acid), FC1=C(N)C=CC(=C1)C#CCCOC1OCCCC1 (2-fluoro-4-[4-(tetrahydro-2H-pyran-2-yloxy)-1-butynyl]aniline), [Li+].C[Si](C)(C)[N-][Si](C)(C)C (LiHMDS). Run in CCOCC.CCCCCC (Et2O hexane). The product is FC=1C(=C(C(=O)O)C=CC1F)NC1=C(C=C(C=C1)C#CCCOC1OCCCC1)F (3,4-difluoro-2-{2-fluoro-4-[4-(tetrahydro-2H-pyran-2-yloxy)-1-butynyl]anilino}benzoic acid). RXN SMILES: F[C:2]1[C:10]([F:11])=[C:9]([F:12])[CH:8]=[CH:7][C:3]=1[C:4]([OH:6])=[O:5].[F:13][C:14]1[CH:20]=[C:19]([C:21]#[C:22][CH2:23][CH2:24][O:25][CH:26]2[CH2:31][CH2:30][CH2:29][CH2:28][O:27]2)[CH:18]=[CH:17][C:15]=1[NH2:16].[Li+].C[Si]([N-][Si](C)(C)C)(C)C>CCOCC.CCCCCC>[F:11][C:10]1[C:2]([NH:16][C:15]2[CH:17]=[CH:18][C:19]([C:21]#[C:22][CH2:23][CH2:24][O:25][CH:26]3[CH2:31][CH2:30][CH2:29][CH2:28][O:27]3)=[CH:20][C:14]=2[F:13])=[C:3]([CH:7]=[CH:8][C:9]=1[F:12])[C:4]([OH:6])=[O:5] |f:2.3,4.5|. Procedure details: 2,3,4-Trifluorobenzoic acid and 2-fluoro-4-[4-(tetrahydro-2H-pyran-2-yloxy)-1-butynyl]aniline were reacted in the presence of LiHMDS solution by the general procedure of Example 1, Step B. After workup, followed by purification by column chromatography on silica gel (50% EtOAc as eluant), unreacted aniline (26%), followed by 3,4-difluoro-2-{2-fluoro-4-[4-(tetrahydro-2H-pyran-2-yloxy)-1-butynyl]anilino}benzoic acid (31%) were isolated; m.p. (Et2O/hexane) 175–178° C. 1H NMR [400 MHz, (CD3)2SO] δ 1... Starting materials: N1C=CC2=CC(=CC=C12)C(=O)O (indole-5-carboxylic acid), N,N-dimethylformamidedi-tert-butylacetal. Run in C(C)OCC (diethyl ether), C1=CC=CC=C1 (benzene), C1=CC=CC=C1 (benzene). Yields the product C(C)(C)(C)OC(=O)C=1C=C2C=CNC2=CC1 (tert-Butylindole-5-carboxylate). RXN SMILES: [NH:1]1[C:9]2[C:4](=[CH:5][C:6]([C:10]([OH:12])=[O:11])=[CH:7][CH:8]=2)[CH:3]=[CH:2]1>C1C=CC=CC=1.C(OCC)C>[C:4]([O:11][C:10]([C:6]1[CH:5]=[C:4]2[C:9](=[CH:8][CH:7]=1)[NH:1][CH:2]=[CH:3]2)=[O:12])([CH3:9])([CH3:5])[CH3:3]. Procedure details: 0.50 g (3.10 mmol) indole-5-carboxylic acid is suspended in 20 ml absolute benzene and heated under reflux. A solution of 2.80 g (12.39 mmol) 90% N,N-dimethylformamidedi-tert-butylacetal in 20 ml absolute benzene is added drop-wise within 30 min. Following another heating under reflux for 30 minutes and subsequent cooling, the reaction mixture is diluted with diethyl ether, washed with 5% sodium carbonate solution and with saturated NaCl solution. Drying on sodium sulfate, filtration and concent... The reactants are C[C@H](CCC(=O)O)[C@H]1CC[C@@H]2[C@@]1(CC[C@H]3[C@H]2CC[C@H]4[C@@]3(CC[C@H](C4)O)C)C (lithocholic acid), CO (methanol). Run in Cl (HCl), O1CCOCC1 (1,4-dioxane), ClCCl (dichloromethane). Reaction conditions: time 8 hour. The product is C[C@H](CCC(=O)OC)[C@H]1CC[C@@H]2[C@@]1(CC[C@H]3[C@H]2CCC4[C@@]3(CC[C@H](C4)O)C)C (lithocholic acid methyl ester). The yield is 97.0%. RXN SMILES: [CH3:1][C@@H:2]([C@@H:8]1[C@@:12]2([CH3:27])[CH2:13][CH2:14][C@@H:15]3[C@@:20]4([CH3:26])[CH2:21][CH2:22][C@@H:23]([OH:25])[CH2:24][C@H:19]4[CH2:18][CH2:17][C@H:16]3[C@@H:11]2[CH2:10][CH2:9]1)[CH2:3][CH2:4][C:5]([OH:7])=[O:6].[CH3:28]O>Cl.O1CCOCC1.ClCCl>[CH3:1][C@@H:2]([C@@H:8]1[C@@:12]2([CH3:27])[CH2:13][CH2:14][C@@H:15]3[C@@:20]4([CH3:26])[CH2:21][CH2:22][C@@H:23]([OH:25])[CH2:24][CH:19]4[CH2:18][CH2:17][C@H:16]3[C@@H:11]2[CH2:10][CH2:9]1)[CH2:3][CH2:4][C:5]([O:7][CH3:28])=[O:6]. Reported procedure: To a solution of the lithocholic acid 1 (25.1 g, 66.4 mmol) in anhydrous methanol (100 mL), 4M HCl in 1,4-dioxane (100 mL) was added and the reaction mixture stirred at ambient temperature overnight. The reaction mixture became heterogeneous. The reaction mixture was diluted with dichloromethane (300 mL) and the organic layer was washed with saturated NaHCO3 (2×200 mL). The organic layer was concentrated and dried under high vacuum overnight to provide the pure ester as a white solid (25.7 g, 97... Reactants: C=C1CCCC1 (Methylenecyclopentane), COC([C@@H](NC(=O)OCC1=CC=CC=C1)CO)=O (N-CBZ-L-serine methyl ester), C(O)([O-])=O.[Na+] (sodium hydrogen carbonate). Reagents/catalysts: S(O)(O)(=O)=O (sulfuric acid). Run in ClCCl (dichloromethane). Conditions: time 8 hour. The product is COC([C@@H](NC(=O)OCC1=CC=CC=C1)COC1(CCCC1)C)=O (N-CBZ-O-(1-methylcyclopentyl)-L-serine methylester). Isolated yield 78.0%. As a reaction SMILES: [CH3:1][O:2][C:3](=[O:18])[C@H:4]([CH2:16][OH:17])[NH:5][C:6]([O:8][CH2:9][C:10]1[CH:15]=[CH:14][CH:13]=[CH:12][CH:11]=1)=[O:7].[CH2:19]=[C:20]1[CH2:24][CH2:23][CH2:22][CH2:21]1.C(=O)([O-])O.[Na+]>ClCCl.S(=O)(=O)(O)O>[CH3:1][O:2][C:3](=[O:18])[C@H:4]([CH2:16][O:17][C:20]1([CH3:19])[CH2:24][CH2:23][CH2:22][CH2:21]1)[NH:5][C:6]([O:8][CH2:9][C:10]1[CH:15]=[CH:14][CH:13]=[CH:12][CH:11]=1)=[O:7] |f:2.3|. Procedure details: N-CBZ-L-serine methyl ester (3.15 g) was dissolved in 40 ml of dichloromethane at 0° C. under argon. Methylenecyclopentane (20 ml) was added, followed by 16 drops of concentrated sulfuric acid. The contents of the vessel were stirred at room temperature overnight then poured into dilute aqueous sodium hydrogen carbonate and extracted with chlorofrom (2×30 ml). The organic layer was dried over sodium sulfate and evaporated. The residual oil was chromatographed on silica gel with 50/50 petroleum e... Solvent: O (water). Reaction SMILES: [CH3:1][C:2]1[N+:6]([CH2:7][C:8]2[CH:9]=[N:10][C:11]([CH3:15])=[N:12][C:13]=2[NH2:14])=[CH:5][S:4][C:3]=1[CH2:16][CH2:17][OH:18].Cl.[Cl-].[CH3:21][C:22]1([S:34]([O-:37])(=[O:36])=[O:35])[C:32](=[O:33])[C:31]2[C:26](=[CH:27][CH:28]=[CH:29][CH:30]=2)[C:24](=[O:25])[CH2:23]1.[Na+]>O>[CH3:21][C:22]1([S:34]([OH:37])(=[O:36])=[O:35])[C:32](=[O:33])[C:31]2[C:26](=[CH:27][CH:28]=[CH:29][CH:30]=2)[C:24](=[O:25])[CH2:23]1.[CH3:1][C:2]1[N+:6]([CH2:7][C:8]2[CH:9]=[N:10][C:11]([CH3:15])=[N:12][C:13]=2[NH2:14])=[CH:5][S:4][C:3]=1[CH2:16][CH2:17][OH:18] |f:0.1.2,3.4,6.7|. Product: CC1(CC(=O)C2=CC=CC=C2C1=O)S(=O)(=O)O.CC1=C(SC=[N+]1CC=2C=NC(=NC2N)C)CCO (Menadione bisulfite thiamine). Reactants: CC1=C(SC=[N+]1CC=2C=NC(=NC2N)C)CCO.Cl.[Cl-] (thiamine hydrochloride), CC1(CC(=O)C2=CC=CC=C2C1=O)S(=O)(=O)[O-].[Na+] (sodium menadione bisulfite). Procedure details: 25 g of thiamine hydrochloride (vitamin B1) was dissolved in 50 g of water; to said solution of 25 g of powdery sodium menadione bisulfite was added within about half an hour. After half an hour of agitation, the reaction mass became opalescent and the adduct began to precipitate. After an hour, the precipitate was filtered, washed and dried. 25 g of a white product having the following analysis was obtained. Reactants: FC(C(=O)O)(F)F (trifluoroacetic acid), ClC=1C=CC=2N(N1)C(=C(N2)NC(C)=O)I (N-(6-chloro-3-iodoimidazo[1,2-b]pyridazin-2-yl)acetamide), N1=CC=C(C=C1)B(O)O (4-pyridylboronic acid), C([O-])([O-])=O.[Na+].[Na+] (sodium carbonate). The reagents and catalysts are [Pd+2].ClC1=C([C-](C=C1)P(C1=CC=CC=C1)C1=CC=CC=C1)Cl.[C-]1(C=CC=C1)P(C1=CC=CC=C1)C1=CC=CC=C1.[Fe+2] (dichloro 1,1′-bis(diphenylphosphino)ferrocene palladium(II)). The solvent is O1CCOCC1 (1,4-dioxane), O (water). Conditions: temperature 80 celsius. The product is ClC=1C=CC=2N(N1)C(=C(N2)NC(C)=O)C2=CC=NC=C2 (N-(6-chloro-3-(pyridin-4-yl)imidazo[1,2-b]pyridazin-2-yl)acetamide). Isolated yield 74.3%. RXN SMILES: [Cl:1][C:2]1[CH:3]=[CH:4][C:5]2[N:6]([C:8](I)=[C:9]([NH:11][C:12](=[O:14])[CH3:13])[N:10]=2)[N:7]=1.[N:16]1[CH:21]=[CH:20][C:19](B(O)O)=[CH:18][CH:17]=1.C(=O)([O-])[O-].[Na+].[Na+].FC(F)(F)C(O)=O>[Pd+2].ClC1C=C[C-](P(C2C=CC=CC=2)C2C=CC=CC=2)C=1Cl.[C-]1(P(C2C=CC=CC=2)C2C=CC=CC=2)C=CC=C1.[Fe+2].O.O1CCOCC1>[Cl:1][C:2]1[CH:3]=[CH:4][C:5]2[N:6]([C:8]([C:19]3[CH:20]=[CH:21][N:16]=[CH:17][CH:18]=3)=[C:9]([NH:11][C:12](=[O:14])[CH3:13])[N:10]=2)[N:7]=1 |f:2.3.4,6.7.8.9|. Procedure: A sealable vial was charged with N-(6-chloro-3-iodoimidazo[1,2-b]pyridazin-2-yl)acetamide (74.0 mg, 220 μmol), 4-pyridylboronic acid (32.4 mg, 264 μmol), sodium carbonate (93.2 mg, 880 μmol), and dichloro 1,1′-bis(diphenylphosphino)ferrocene palladium(II) (122 mg, 220 μmol). The vial was sealed with a septum cap and 1,4-dioxane (2 mL) was added under positive N2 flow followed by water (1 mL). The mixture was sparged with N2 for 10 min and heated at 80° C. for 18 h. The solution was concentrated ... Reactants: OOS(=O)[O-].[K+] (Oxone), ClC1=NC(=CC(=C1C#N)C1=C(C=C(C=C1)F)C)N1CCSCC1 (2-chloro-3-cyano-4-(4-fluoro-2-methylphenyl)-6-(thiomorpholino)pyridine), teflon, N#N (N2). The solvent is CN1CCCC1=O (NMP), O (water). Reaction conditions: temperature 25 celsius, time 20 hour. The product is ClC1=NC(=CC(=C1C#N)C1=C(C=C(C=C1)F)C)N1CCS(CC1)(=O)=O (2-chloro-3-cyano-4-(4-fluoro-2-methylphenyl)-6-(1,1-dioxo-thiomorpholin-4-yl)pyridine). Isolated yield 101.1%. RXN SMILES: O[O:2][S:3]([O-:5])=O.[K+].[Cl:7][C:8]1[C:13]([C:14]#[N:15])=[C:12]([C:16]2[CH:21]=[CH:20][C:19]([F:22])=[CH:18][C:17]=2[CH3:23])[CH:11]=[C:10]([N:24]2[CH2:29][CH2:28]S[CH2:26][CH2:25]2)[N:9]=1.N#N>CN1C(=O)CCC1.O>[Cl:7][C:8]1[C:13]([C:14]#[N:15])=[C:12]([C:16]2[CH:21]=[CH:20][C:19]([F:22])=[CH:18][C:17]=2[CH3:23])[CH:11]=[C:10]([N:24]2[CH2:25][CH2:26][S:3](=[O:5])(=[O:2])[CH2:28][CH2:29]2)[N:9]=1 |f:0.1|. Procedure: Oxone® (56.18 g, 91.4 mmol) was added to a solution of 2-chloro-3-cyano-4-(4-fluoro-2-methylphenyl)-6-(thiomorpholino)pyridine (26.54 g, 76.3 mmol) in 200 mL of NMP in a 1000-mL, 3-necked flask (equipped with a teflon paddle stirrer, septum with teflon-coated thermocouple, dry N2 adapter). The mixture was stirred at 25° C. for 20 hours, and diluted with 800 mL of water. The resulting mixture was stirred at 25° C. for 30 minutes. The precipitate was filtered, washed several times with H2O, and dr...